Task: describe an organic reaction: reactants, conditions, products, and yield. Dataset: the Open Reaction Database (ORD), a public repository of structured organic reaction records Reactants: CC(C)([O-])C.[Na+] (sodium tert-butoxide), Cl.N[C@@H]1C[C@@H](N(C2=CC=C(C=C12)C1=NC=C(C=C1)C(=O)N1CCOCC1)C(C)=O)C (1-((2S,4R)-4-amino-2-methyl-6-(5-(morpholine-4-carbonyl)pyridin-2-yl)-3,4-dihydroquinolin-1(2H)-yl)ethanone hydrochloride), C1(CCCCC1)P(C1=C(C=CC=C1)C=1C(=CC=CC1)N(C)C)C1CCCCC1 (2′-(dicyclohexylphosphino)-N,N-dimethyl-[1,1′-biphenyl]-2-amine), Intermediate 65, BrC1=CC(=CC=C1)Cl (1-bromo-3-chlorobenzene). The reagents and catalysts are C=1C=CC(=CC1)/C=C/C(=O)/C=C/C2=CC=CC=C2.C=1C=CC(=CC1)/C=C/C(=O)/C=C/C2=CC=CC=C2.C=1C=CC(=CC1)/C=C/C(=O)/C=C/C2=CC=CC=C2.[Pd].[Pd] (tris(dibenzylideneacetone)dipalladium(0)). Run in O1CCOCC1 (1,4-dioxane). Conditions: temperature 120 celsius. Product: ClC=1C=C(C=CC1)N[C@@H]1C[C@@H](N(C2=CC=C(C=C12)C1=NC=C(C=C1)C(=O)N1CCOCC1)C(C)=O)C (1-((2S,4R)-4-((3-chlorophenyl)amino)-2-methyl-6-(5-(morpholine-4-carbonyl)pyridin-2-yl)-3,4-dihydroquinolin-1(2H)-yl)ethanone). Isolated yield 9.2%. As a reaction SMILES: Cl.[NH2:2][C@H:3]1[C:12]2[C:7](=[CH:8][CH:9]=[C:10]([C:13]3[CH:18]=[CH:17][C:16]([C:19]([N:21]4[CH2:26][CH2:25][O:24][CH2:23][CH2:22]4)=[O:20])=[CH:15][N:14]=3)[CH:11]=2)[N:6]([C:27](=[O:29])[CH3:28])[C@@H:5]([CH3:30])[CH2:4]1.Br[C:32]1[CH:37]=[CH:36][CH:35]=[C:34]([Cl:38])[CH:33]=1.C1(P(C2CCCCC2)C2C=CC=CC=2C2C(N(C)C)=CC=CC=2)CCCCC1.CC(C)([O-])C.[Na+]>O1CCOCC1.C1C=CC(/C=C/C(/C=C/C2C=CC=CC=2)=O)=CC=1.C1C=CC(/C=C/C(/C=C/C2C=CC=CC=2)=O)=CC=1.C1C=CC(/C=C/C(/C=C/C2C=CC=CC=2)=O)=CC=1.[Pd].[Pd]>[Cl:38][C:34]1[CH:33]=[C:32]([NH:2][C@H:3]2[C:12]3[C:7](=[CH:8][CH:9]=[C:10]([C:13]4[CH:18]=[CH:17][C:16]([C:19]([N:21]5[CH2:26][CH2:25][O:24][CH2:23][CH2:22]5)=[O:20])=[CH:15][N:14]=4)[CH:11]=3)[N:6]([C:27](=[O:29])[CH3:28])[C@@H:5]([CH3:30])[CH2:4]2)[CH:37]=[CH:36][CH:35]=1 |f:0.1,4.5,7.8.9.10.11|. Procedure: 1-((2S,4R)-4-amino-2-methyl-6-(5-(morpholine-4-carbonyl)pyridin-2-yl)-3,4-dihydroquinolin-1(2H)-yl)ethanone hydrochloride (for a preparation see Intermediate 65) (120 mg, 0.278 mmol), 1-bromo-3-chlorobenzene (0.065 mL, 0.557 mmol), 2′-(dicyclohexylphosphino)-N,N-dimethyl-[1,1′-biphenyl]-2-amine (21.9 mg, 0.056 mmol), tris(dibenzylideneacetone)dipalladium(0) (25.5 mg, 0.028 mmol) and sodium tert-butoxide (37.5 mg, 0.390 mmol) were combined in 1,4-dioxane (2 mL) and the mixture degassed over a per...